describe an organic reaction: reactants, conditions, products, and yield From a dataset of the Open Reaction Database (ORD), a public repository of structured organic reaction records. Starting materials: N1N=CC(=C1)C(N)=S (1H-Pyrazole-4-carbothioic acid amide), BrCC(C(=O)O)=O (3-bromo-2-oxopropanoic acid), N[C@H](CN1N=C(C=C1)C1=CC(=C(C#N)C=C1)Cl)C ((S)-4-(1-(2-aminopropyl)-1H-pyrazol-3-yl)-2-chlorobenzonitrile), C(Cl)Cl (DCM). Run in C1CCOC1 (THF). Conditions: temperature 60 celsius. Product: ClC=1C=C(C=CC1C#N)C1=NN(C=C1)C[C@H](C)NC(=O)C=1N=C(SC1)C=1C=NNC1 ((S)—N-(1-(3-(3-chloro-4-cyanophenyl)-1H-pyrazol-1-yl)propan-2-yl)-2-(1H-pyrazol-4-yl)thiazole-4-carboxamide). Isolated yield 37.7%. Reaction SMILES: [NH:1]1[CH:5]=[C:4]([C:6](=[S:8])[NH2:7])[CH:3]=[N:2]1.Br[CH2:10][C:11](=O)[C:12]([OH:14])=O.[NH2:16][C@@H:17]([CH3:33])[CH2:18][N:19]1[CH:23]=[CH:22][C:21]([C:24]2[CH:31]=[CH:30][C:27]([C:28]#[N:29])=[C:26]([Cl:32])[CH:25]=2)=[N:20]1.C(Cl)Cl>C1COCC1>[Cl:32][C:26]1[CH:25]=[C:24]([C:21]2[CH:22]=[CH:23][N:19]([CH2:18][C@@H:17]([NH:16][C:12]([C:11]3[N:7]=[C:6]([C:4]4[CH:5]=[N:1][NH:2][CH:3]=4)[S:8][CH:10]=3)=[O:14])[CH3:33])[N:20]=2)[CH:31]=[CH:30][C:27]=1[C:28]#[N:29]. Procedure: 1H-Pyrazole-4-carbothioic acid amide (1.0 g, 7.86 mmol) and 3-bromo-2-oxopropanoic acid (1.44 g, 8.65 mmol) were dissolved in dry THF under nitrogen atmosphere. The reaction mixture was heated at 60° C. for 4.5 h. The reaction mixture was cooled to RT and evaporated to dryness. (S)-4-(1-(2-aminopropyl)-1H-pyrazol-3-yl)-2-chlorobenzonitrile (1.367 g, 5.24 mmol) and DCM were added to the reaction flask and the title compound was prepared using the method of Example 34(d). The product purified by F...